describe an organic reaction: reactants, conditions, products, and yield From a dataset of the Open Reaction Database (ORD), a public repository of structured organic reaction records. Starting materials: CCCCOC(=O)c1ccc(Br)c(OCCCC)c1, COCCOC, [Cs+], [F-], COc1ccc(F)c(B(O)O)c1, [Pd], c1ccc(P(c2ccccc2)c2ccccc2)cc1, c1ccc(P(c2ccccc2)c2ccccc2)cc1, c1ccc(P(c2ccccc2)c2ccccc2)cc1, c1ccc(P(c2ccccc2)c2ccccc2)cc1. Product: CCCCOC(=O)c1ccc(-c2cc(OC)ccc2F)c(OCCCC)c1. As a reaction SMILES: [Br:15][c:16]1[c:17]([O:29][CH2:30][CH2:31][CH2:32][CH3:33])[cH:18][c:19]([C:20](=[O:21])[O:22][CH2:23][CH2:24][CH2:25][CH3:26])[cH:27][cH:28]1.[CH3:111][O:112][CH2:113][CH2:114][O:115][CH3:116].[Cs+:14].[F-:13].[F:1][c:2]1[c:3]([B:10]([OH:11])[OH:12])[cH:4][c:5]([O:8][CH3:9])[cH:6][cH:7]1.[Pd:34].[c:35]1([P:36]([c:37]2[cH:38][cH:39][cH:40][cH:41][cH:42]2)[c:43]2[cH:44][cH:45][cH:46][cH:47][cH:48]2)[cH:49][cH:50][cH:51][cH:52][cH:53]1.[c:54]1([P:55]([c:56]2[cH:57][cH:58][cH:59][cH:60][cH:61]2)[c:62]2[cH:63][cH:64][cH:65][cH:66][cH:67]2)[cH:68][cH:69][cH:70][cH:71][cH:72]1.[c:73]1([P:74]([c:75]2[cH:76][cH:77][cH:78][cH:79][cH:80]2)[c:81]2[cH:82][cH:83][cH:84][cH:85][cH:86]2)[cH:87][cH:88][cH:89][cH:90][cH:91]1.[c:92]1([P:93]([c:94]2[cH:95][cH:96][cH:97][cH:98][cH:99]2)[c:100]2[cH:101][cH:102][cH:103][cH:104][cH:105]2)[cH:106][cH:107][cH:108][cH:109][cH:110]1>>[F:1][c:2]1[c:3](-[c:16]2[c:17]([O:29][CH2:30][CH2:31][CH2:32][CH3:33])[cH:18][c:19]([C:20](=[O:21])[O:22][CH2:23][CH2:24][CH2:25][CH3:26])[cH:27][cH:28]2)[cH:4][c:5]([O:8][CH3:9])[cH:6][cH:7]1. Starting materials: COC(C1=C(N=C(C=C1)OC)NC1=C(C=C(C=C1)Br)F)=O (2-(4-bromo-2-fluorophenylamino)-6-methoxy-nicotinic acid methyl ester), C(C)(=O)O (acetic acid), Br (HBr). The solvent is CCOC(=O)C (EtOAc). Run at temperature 92.5 celsius, time 2 hour. Product: COC(=O)C1=C(NC(C=C1)=O)NC1=C(C=C(C=C1)Br)F (2-(4-bromo-2-fluorophenylamino)-6-oxo-1,6-dihydropyridine-3-carboxylic acid methyl ester). Isolated yield 78.6%. As a reaction SMILES: [CH3:1][O:2][C:3](=[O:21])[C:4]1[CH:9]=[CH:8][C:7]([O:10]C)=[N:6][C:5]=1[NH:12][C:13]1[CH:18]=[CH:17][C:16]([Br:19])=[CH:15][C:14]=1[F:20].C(O)(=O)C.Br>CCOC(C)=O>[CH3:1][O:2][C:3]([C:4]1[CH:9]=[CH:8][C:7](=[O:10])[NH:6][C:5]=1[NH:12][C:13]1[CH:18]=[CH:17][C:16]([Br:19])=[CH:15][C:14]=1[F:20])=[O:21]. Procedure details: To 2-(4-bromo-2-fluorophenylamino)-6-methoxy-nicotinic acid methyl ester (1.00 g, 2.82 mmol) in a sealed flask was added glacial acetic acid (10 mL) and HBr (10 mL, 48 wt % in H2O). The reaction mixture was stirred at 90-95° C. for 2 hours and then cooled to room temperature. The reaction mixture was diluted with EtOAc and washed with H2O, saturated NaHCO3, saturated NaCl, dried (Na2SO4) and concentrated under reduced pressure. The crude product was triturated twice with dichloromethane/methanol... Starting materials: BrC1=C(C=CC=C1)C=1N=CN(C1)C(C1=CC=CC=C1)(C1=CC=CC=C1)C1=CC=CC=C1 (4-(2-bromophenyl)-1-trityl-1H-imidazole), C(C)(C)[N-]C(C)C.[Li+] (lithium diisopropylamide), [Si](C)(C)(C(C)(C)C)OC=1C(=C(C=O)C=C(C1)CC)F (3-(tert-butyldimethylsilyloxy)-5-ethyl-2-fluorobenzaldehyde). Run in C1CCOC1 (THF), C1CCOC1 (THF). Reaction conditions: temperature 0 celsius, time 30 minute. The product is BrC1=C(C=CC=C1)C=1N=C(N(C1)C(C1=CC=CC=C1)(C1=CC=CC=C1)C1=CC=CC=C1)C(O)C1=C(C(=CC(=C1)CC)O[Si](C)(C)C(C)(C)C)F ((4-(2-bromophenyl)-1-trityl-1H-imidazol-2-yl)(3-(tert-butyldimethylsilyloxy)-5-ethyl-2-fluorophenyl)methanol). Isolated yield 54.1%. As a reaction SMILES: [Br:1][C:2]1[CH:7]=[CH:6][CH:5]=[CH:4][C:3]=1[C:8]1[N:9]=[CH:10][N:11]([C:13]([C:26]2[CH:31]=[CH:30][CH:29]=[CH:28][CH:27]=2)([C:20]2[CH:25]=[CH:24][CH:23]=[CH:22][CH:21]=2)[C:14]2[CH:19]=[CH:18][CH:17]=[CH:16][CH:15]=2)[CH:12]=1.C([N-]C(C)C)(C)C.[Li+].[Si:40]([O:47][C:48]1[C:49]([F:58])=[C:50]([CH:53]=[C:54]([CH2:56][CH3:57])[CH:55]=1)[CH:51]=[O:52])([C:43]([CH3:46])([CH3:45])[CH3:44])([CH3:42])[CH3:41]>C1COCC1>[Br:1][C:2]1[CH:7]=[CH:6][CH:5]=[CH:4][C:3]=1[C:8]1[N:9]=[C:10]([CH:51]([C:50]2[CH:53]=[C:54]([CH2:56][CH3:57])[CH:55]=[C:48]([O:47][Si:40]([C:43]([CH3:46])([CH3:45])[CH3:44])([CH3:42])[CH3:41])[C:49]=2[F:58])[OH:52])[N:11]([C:13]([C:26]2[CH:27]=[CH:28][CH:29]=[CH:30][CH:31]=2)([C:14]2[CH:19]=[CH:18][CH:17]=[CH:16][CH:15]=2)[C:20]2[CH:21]=[CH:22][CH:23]=[CH:24][CH:25]=2)[CH:12]=1 |f:1.2|. Reported procedure: To a solution of Intermediate 217.1 (650 mg, 1.40 mmol) in 10 mL THF at 0° C., was added a solution of lithium diisopropylamide (2M in heptane/THF/ethylbenzene, 0838 mL, 1.68 mmol). The mixture was stirred at 0° C. for 30 min, then a solution of Intermediate 188.3 (356 mg, 1.26 mmol) in 2 mL THF. The mixture was stirred at 0° C. for 2 h, then was quenched with sat. NH4Cl and diluted with EtOAc. The organic phase was washed with H2O and brine, dried (Na2SO4) and concentrated. The crude product wa... The reactants are CC=1SC2=C(N1)C=C(C=C2)OCC2OC2 (2-methyl-5-(oxiran-2-ylmethoxy) benzothiazole), ( 3 ), N1(CCNCC1)C(=O)OC(C)(C)C (tert-butyl 1-piperazinecarboxylate), ( 4 ). Run in C(C)O (ethanol). Run at temperature 85 celsius, time 8 hour. Product: O[C@H](CN1CCN(CC1)C(=O)OC(C)(C)C)COC=1C=CC2=C(N=C(S2)C)C1 (tert-butyl 4-[(2R)-2-hydroxy-3-(2-methylbenzothiazol-5-yloxy)propyl]piperazinecarboxylate). As a reaction SMILES: [CH3:1][C:2]1[S:3][C:4]2[CH:10]=[CH:9][C:8]([O:11][CH2:12][CH:13]3[CH2:15][O:14]3)=[CH:7][C:5]=2[N:6]=1.[N:16]1([C:22]([O:24][C:25]([CH3:28])([CH3:27])[CH3:26])=[O:23])[CH2:21][CH2:20][NH:19][CH2:18][CH2:17]1>C(O)C>[OH:14][C@@H:13]([CH2:12][O:11][C:8]1[CH:9]=[CH:10][C:4]2[S:3][C:2]([CH3:1])=[N:6][C:5]=2[CH:7]=1)[CH2:15][N:19]1[CH2:18][CH2:17][N:16]([C:22]([O:24][C:25]([CH3:28])([CH3:27])[CH3:26])=[O:23])[CH2:21][CH2:20]1. Procedure: To 2-methyl-5-(oxiran-2-ylmethoxy) benzothiazole (2.21 g, 10 mmol), a compound of formula (3), was added tert-butyl 1-piperazinecarboxylate (1.86 g, 10 mmol), a compound of formula (4), and ethanol (30 ml). The resulting solution was heated to 85° C. and stirred for 8 hours. The solvent was evaporated under reduced pressure, and the residue was chromatographed on silica gel, eluting with 5% methanol/methylene chloride, to yield tert-butyl 4-[(2R)-2-hydroxy-3-(2-methylbenzothiazol-5-yloxy)propyl]... Starting materials: BrC=1C(=CC(=C(C(=O)OC)C1)F)O (Methyl 5-bromo-2-fluoro-4-hydroxybenzoate), O1CCCC=C1 (3,4-dihydro-2H-pyran). Reagents/catalysts: CC1=CC=C(C=C1)S(=O)(=O)[O-].C1=CC=[NH+]C=C1 (PPTS). The solvent is C(Cl)Cl (DCM). Reaction conditions: temperature 50 celsius, time 24 hour. Product: BrC=1C(=CC(=C(C(=O)OC)C1)F)OC1OCCCC1 (Methyl 5-bromo-2-fluoro-4-(tetrahydro-2H-pyran-2-yloxy)benzoate). The yield is 75.9%. As a reaction SMILES: [Br:1][C:2]1[C:3]([OH:13])=[CH:4][C:5]([F:12])=[C:6]([CH:11]=1)[C:7]([O:9][CH3:10])=[O:8].[O:14]1[CH:19]=[CH:18][CH2:17][CH2:16][CH2:15]1>C(Cl)Cl.CC1C=CC(S([O-])(=O)=O)=CC=1.C1C=C[NH+]=CC=1>[Br:1][C:2]1[C:3]([O:13][CH:15]2[CH2:16][CH2:17][CH2:18][CH2:19][O:14]2)=[CH:4][C:5]([F:12])=[C:6]([CH:11]=1)[C:7]([O:9][CH3:10])=[O:8] |f:3.4|. Procedure: To a round bottom containing 66.43B (13.15 g, 52.8 mmol) in dry DCM (90 mL) was added 3,4-dihydro-2H-pyran (10 mL, 110 mmol) followed by PPTS (0.13 g, 0.53 mmol). The reaction mixture was heated to a gentle reflux (50° C.) and monitored with TLC and LC-MS. After 24 hours, the reaction was concentrated under reduced pressure and then diluted with MeOH. After concentration, the residue was heated in a round bottom flask containing MeOH on the rotary evaporator (without vacuum.) at 40° C. After abo...